This data is from the Open Reaction Database (ORD), a public repository of structured organic reaction records. The task is: describe an organic reaction: reactants, conditions, products, and yield Reactants: ON=C(C1=CN=CC=C1)N (N′-hydroxynicotinimidamide), CS(=O)(=O)C=1C=C(C(=O)O)C=CC1 (3-(methylsulfonyl)benzoic acid), N (NH3). The product is CS(=O)(=O)C=1C=C(C=CC1)C1=NC(=NO1)C=1C=NC=CC1 (5-(3-(methylsulfonyl)phenyl)-3-(pyridin-3-yl)-1,2,4-oxadiazole). As a reaction SMILES: [OH:1][N:2]=[C:3]([NH2:10])[C:4]1[CH:9]=[CH:8][CH:7]=[N:6][CH:5]=1.[CH3:11][S:12]([C:15]1[CH:16]=[C:17]([CH:21]=[CH:22][CH:23]=1)[C:18](O)=O)(=[O:14])=[O:13].N>>[CH3:11][S:12]([C:15]1[CH:16]=[C:17]([C:18]2[O:1][N:2]=[C:3]([C:4]3[CH:5]=[N:6][CH:7]=[CH:8][CH:9]=3)[N:10]=2)[CH:21]=[CH:22][CH:23]=1)(=[O:13])=[O:14]. Reported procedure: The title compound was prepared according to the procedure of Example 8 using N′-hydroxynicotinimidamide (Aldrich) and 3-(methylsulfonyl)benzoic acid (Aldrich). 1H NMR (300 MHz, CD3OD) δ 3.24 (s, 3 H), 7.65 (ddd, J=8.0, 4.9, 1.0 Hz, 1 H), 7.89-7.96 (m, 1 H), 8.28 (ddd, J=8.0, 1.9, 1.0 Hz, 1 H), 8.55-8.61 (m, 2 H), 8.75 (dd, J=5.1, 1.7 Hz, 1 H), 8.78 (t, J=1.5 Hz, 1 H), 9.32 (dd, J=2.2, 0.8 Hz, 1 H) ppm; MS (DCI/NH3) m/z 302 (M+H)+.